This data is from the Open Reaction Database (ORD), a public repository of structured organic reaction records. The task is: describe an organic reaction: reactants, conditions, products, and yield Starting materials: CO, Cl, COc1cc(CC(=O)O)cc(O)c1[N+](=O)[O-]. Yields the product COC(=O)Cc1cc(O)c([N+](=O)[O-])c(OC)c1. As a reaction SMILES: [CH3:17][OH:18].[ClH:19].[OH:1][c:2]1[cH:3][c:4]([CH2:13][C:14](=[O:15])[OH:16])[cH:5][c:6]([O:11][CH3:12])[c:7]1[N+:8](=[O:9])[O-:10]>>[OH:1][c:2]1[cH:3][c:4]([CH2:13][C:14](=[O:15])[O:16][CH3:17])[cH:5][c:6]([O:11][CH3:12])[c:7]1[N+:8](=[O:9])[O-:10].